Dataset: the Open Reaction Database (ORD), a public repository of structured organic reaction records. Task: describe an organic reaction: reactants, conditions, products, and yield The yield is 36.0%. As a reaction SMILES: [CH:1]1[C:9]2[C:8]3[CH:10]=[CH:11][CH:12]=[CH:13][C:7]=3[O:6][C:5]=2[CH:4]=[C:3]([S:14]([NH:17][C:18]2([C:24]([OH:26])=O)[CH2:23][CH2:22][CH2:21][CH2:20][CH2:19]2)(=[O:16])=[O:15])[CH:2]=1.C(Cl)(=O)C(Cl)=O.C(=O)(O)[O-].[Na+].Cl.[NH2:39][OH:40]>ClCCl.CN(C)C=O.O1CCCC1.O>[OH:40][NH:39][C:24]([C:18]1([NH:17][S:14]([C:3]2[CH:2]=[CH:1][C:9]3[C:8]4[CH:10]=[CH:11][CH:12]=[CH:13][C:7]=4[O:6][C:5]=3[CH:4]=2)(=[O:16])=[O:15])[CH2:23][CH2:22][CH2:21][CH2:20][CH2:19]1)=[O:26] |f:2.3,4.5,8.9|. Reaction conditions: time 2 hour. Solvent: ClCCl (dichloromethane), O1CCCC1.O (tetrahydrofuran water). Reactants: C1=CC(=CC=2OC3=C(C21)C=CC=C3)S(=O)(=O)NC3(CCCCC3)C(=O)O (1-(Dibenzofuran-3-sulfonylamino)-cyclohexanecarboxylic acid), C([O-])(O)=O.[Na+] (sodium bicarbonate), Cl.NO (hydroxylamine hydrochloride), C(C(=O)Cl)(=O)Cl (Oxalyl chloride). Product: ONC(=O)C1(CCCCC1)NS(=O)(=O)C=1C=CC2=C(OC3=C2C=CC=C3)C1 (1-(Dibenzofuran-3-sulfonylamino)-cyclohexanecarboxylic acid hydroxyamide). The reagents and catalysts are CN(C=O)C (dimethylformamide). Reported procedure: 1-(Dibenzofuran-3-sulfonylamino)-cyclohexanecarboxylic acid (0.18 g, 0.5 mmol) was dissolved in 50 mL dichloromethane with 2 drops of dimethylformamide. Oxalyl chloride (0.08 mL, 1.0 mmol) was added, and the resulting solution was stirred for 2 hours, then concentrated in vacuo. The resulting residue was dissolved in 10 mL tetrahydrofuran, and this solution was added dropwise to a mixture of sodium bicarbonate (0.61 g, 7.2 mmol) and hydroxylamine hydrochloride (0.33 g, 4.8 mmol) in 50 mL of a te... Reactants: C#CCC(C)OC, CCOC(C)=O, CC(C)NC(C)C, Nc1c(Cl)cc(I)c2c1OCO2, [Cu]I, Cl[Pd]Cl, c1ccc(P(c2ccccc2)c2ccccc2)cc1, c1ccc(P(c2ccccc2)c2ccccc2)cc1. The product is COC(C)CC#Cc1cc(Cl)c(N)c2c1OCO2. Reaction SMILES: [CH3:13][O:14][CH:15]([CH2:16][C:17]#[CH:18])[CH3:19].[CH3:27][CH2:28][O:29][C:30](=[O:31])[CH3:32].[CH:20]([NH:21][CH:22]([CH3:23])[CH3:24])([CH3:25])[CH3:26].[Cl:1][c:2]1[c:3]([NH2:12])[c:4]2[c:5]([c:9]([I:11])[cH:10]1)[O:6][CH2:7][O:8]2.[Cu:74][I:75].[Pd:33]([Cl:34])[Cl:35].[c:36]1([P:37]([c:38]2[cH:39][cH:40][cH:41][cH:42][cH:43]2)[c:44]2[cH:45][cH:46][cH:47][cH:48][cH:49]2)[cH:50][cH:51][cH:52][cH:53][cH:54]1.[c:55]1([P:56]([c:57]2[cH:58][cH:59][cH:60][cH:61][cH:62]2)[c:63]2[cH:64][cH:65][cH:66][cH:67][cH:68]2)[cH:69][cH:70][cH:71][cH:72][cH:73]1>>[Cl:1][c:2]1[c:3]([NH2:12])[c:4]2[c:5]([c:9]([C:18]#[C:17][CH2:16][CH:15]([O:14][CH3:13])[CH3:19])[cH:10]1)[O:6][CH2:7][O:8]2. Reactants: CN(C)C=O (DMF), [OH-].[Na+] (sodium hydroxide), Cl (hydrochloric acid), N([C@@H](CC1=CC=C(C=C1)O)C(=O)N[C@H](CCSC)C(=O)NCC(=O)OCC)C(=O)OC(C)(C)C (BOC-Tyr-(D)-Met-Gly-OEt). Run in CO (MeOH). Conditions: time 1 hour. Yields the product N([C@@H](CC1=CC=C(C=C1)O)C(=O)N[C@H](CCSC)C(=O)NCC(=O)O)C(=O)OC(C)(C)C (BOC-Tyr-(D)-Met-Gly-OH). Isolated yield 87.1%. RXN SMILES: [NH:1]([C:28]([O:30][C:31]([CH3:34])([CH3:33])[CH3:32])=[O:29])[C@H:2]([C:11]([NH:13][C@@H:14]([C:19]([NH:21][CH2:22][C:23]([O:25]CC)=[O:24])=[O:20])[CH2:15][CH2:16][S:17][CH3:18])=[O:12])[CH2:3][C:4]1[CH:9]=[CH:8][C:7]([OH:10])=[CH:6][CH:5]=1.[OH-].[Na+].Cl.CN(C=O)C>CO>[NH:1]([C:28]([O:30][C:31]([CH3:34])([CH3:33])[CH3:32])=[O:29])[C@H:2]([C:11]([NH:13][C@@H:14]([C:19]([NH:21][CH2:22][C:23]([OH:25])=[O:24])=[O:20])[CH2:15][CH2:16][S:17][CH3:18])=[O:12])[CH2:3][C:4]1[CH:9]=[CH:8][C:7]([OH:10])=[CH:6][CH:5]=1 |f:1.2|. Procedure: In 30 ml of MeOH is dissolved 2.8 g of BOC-Tyr-(D)-Met-Gly-OEt. After cooling, 12 ml of N-aqueous sodium hydroxide solution is added, and the mixture is stirred at room temperature for 1 hour. After cooling, 60 ml of 0.2 N-aqueous hydrochloric acid solution is added, and the precipitated crystals are collected by filtration, followed by washing with cold water. Thus obtained is 2.3 g of the desired product, m.p. 184°-186° C., Rf1 =0.24, [α]D21 +13.3° (c=0.46, DMF).